From a dataset of the Open Reaction Database (ORD), a public repository of structured organic reaction records. describe an organic reaction: reactants, conditions, products, and yield The reactants are ClC=1C=C(C(=O)OCC)C=CC1CCCC=O (ethyl 3-chloro-4-(4-oxobutyl)benzoate), OC1(CCCCC1)CCN1C(SCC1=O)CCCC1=CC=C(C(=O)O)C=C1 (4-{3-[3-[2-(1-Hydroxycyclohexyl)ethyl]-4-oxo-2-thiazolidinyl]propyl}benzoic Acid). Yields the product OC1(CCCCC1)CCN1C(SCC1=O)CCCC1=C(C=C(C(=O)OCC)C=C1)Cl (Ethyl 4-{3-[3-[2-(1-Hydroxycyclohexyl)ethyl]-4-oxo-2-thiazolidinyl]propyl}-3-chlorobenzoate). RXN SMILES: [Cl:1][C:2]1[CH:3]=[C:4]([CH:10]=[CH:11][C:12]=1[CH2:13][CH2:14][CH2:15][CH:16]=O)[C:5]([O:7][CH2:8][CH3:9])=[O:6].[OH:18][C:19]1([CH2:25][CH2:26][N:27]2[C:31](=[O:32])[CH2:30][S:29]C2CCCC2C=CC(C(O)=O)=CC=2)[CH2:24][CH2:23][CH2:22][CH2:21][CH2:20]1>>[OH:18][C:19]1([CH2:25][CH2:26][N:27]2[C:31](=[O:32])[CH2:30][S:29][CH:16]2[CH2:15][CH2:14][CH2:13][C:12]2[CH:11]=[CH:10][C:4]([C:5]([O:7][CH2:8][CH3:9])=[O:6])=[CH:3][C:2]=2[Cl:1])[CH2:24][CH2:23][CH2:22][CH2:21][CH2:20]1. Reported procedure: This compound is prepared by the method described in Example 2, Step B, except that an equivalent quantity of ethyl 3-chloro-4-(4-oxobutyl)benzoate is substituted for the ethyl 4-(4-oxobutyl)benzoate of Example 2, Step B. The title compound is obtained as a viscous, brownish oil. Starting materials: [OH-].[Na+] (NaOH), solution, C(C)OC(C1=CN=CC=C1NC1=NC(=NC2=C1C(CC2)C)C2=C(C=CC(=C2)Cl)F)=O (4-[2-(5-chloro-2-fluoro-phenyl)-5-methyl-6,7-dihydro-5H-cyclopentapyrimidin-4-ylamino]-nicotinic acid ethyl ester). The solvent is CO (MeOH). The product is ClC=1C=CC(=C(C1)C1=NC2=C(C(=N1)NC1=CC=NC=C1C(=O)O)C(CC2)C)F (4-[2-(5-Chloro-2-fluorophenyl)-5-methyl-6,7-dihydro-5H-cyclopentapyrimidin-4-ylamino]-nicotinic acid). Yield: 95.5%. RXN SMILES: C([O:3][C:4](=[O:30])[C:5]1[C:10]([NH:11][C:12]2[C:17]3[CH:18]([CH3:21])[CH2:19][CH2:20][C:16]=3[N:15]=[C:14]([C:22]3[CH:27]=[C:26]([Cl:28])[CH:25]=[CH:24][C:23]=3[F:29])[N:13]=2)=[CH:9][CH:8]=[N:7][CH:6]=1)C.[OH-].[Na+]>CO>[Cl:28][C:26]1[CH:25]=[CH:24][C:23]([F:29])=[C:22]([C:14]2[N:13]=[C:12]([NH:11][C:10]3[C:5]([C:4]([OH:30])=[O:3])=[CH:6][N:7]=[CH:8][CH:9]=3)[C:17]3[CH:18]([CH3:21])[CH2:19][CH2:20][C:16]=3[N:15]=2)[CH:27]=1 |f:1.2|. Procedure details: To a suspension of 4-[2-(5-chloro-2-fluoro-phenyl)-5-methyl-6,7-dihydro-5H-cyclopentapyrimidin-4-ylamino]-nicotinic acid ethyl ester (180 mg, 0.42 mmol, 1 eq) in MeOH (5 ml) was added a 1 N NaOH(aq) solution (634 μl, 0.63 mmol, 1.5 eq) and the reaction mixture was heated to reflux for 1 h. The solution was cooled to r.t. and concentrated in vacuo. Water (20 ml) was added to the crude material and the aqueous layer was acidified to pH 4. The solid was filtered, washed with water (2×5 ml) and drie... The reactants are [Al+3], CC(C)(C)c1cc(CC(=O)c2c[nH]c(S(C)(=O)=O)c2)cc(C(C)(C)C)c1O, [H-], [H-], [H-], [H-], [Li+]. The product is CC(C)(C)c1cc(CCc2c[nH]c(S(C)(=O)=O)c2)cc(C(C)(C)C)c1O. Reaction SMILES: [Al+3:29].[CH3:1][S:2](=[O:3])(=[O:4])[c:5]1[nH:6][cH:7][c:8]([C:10]([CH2:11][c:12]2[cH:13][c:14]([C:23]([CH3:24])([CH3:25])[CH3:26])[c:15]([OH:22])[c:16]([C:18]([CH3:19])([CH3:20])[CH3:21])[cH:17]2)=[O:27])[cH:9]1.[H-:28].[H-:31].[H-:32].[H-:33].[Li+:30]>>[CH3:1][S:2](=[O:3])(=[O:4])[c:5]1[nH:6][cH:7][c:8]([CH2:10][CH2:11][c:12]2[cH:13][c:14]([C:23]([CH3:24])([CH3:25])[CH3:26])[c:15]([OH:22])[c:16]([C:18]([CH3:19])([CH3:20])[CH3:21])[cH:17]2)[cH:9]1. The reactants are N(=O)[O-].[Na+] (NaNO2), NC1=C(C(=O)N(N)C2=CC=CC=C2)C=CC(=C1)[N+](=O)[O-] (2-amino-4-nitro-N-phenylbenzohydrazide). The solvent is O (water), Cl (hydrogen chloride), O1CCCC1 (tetrahydrofuran), C(C)O (ethanol). Conditions: temperature 72 celsius, time 40 minute. The product is [N+](=O)([O-])C1=CC=C2C(NN(C2=C1)C1=CC=CC=C1)=O (6-nitro-1-phenyl-1,2-dihydroindazol-3-one). RXN SMILES: N[C:2]1[CH:17]=[C:16]([N+:18]([O-:20])=[O:19])[CH:15]=[CH:14][C:3]=1[C:4]([N:6]([C:8]1[CH:13]=[CH:12][CH:11]=[CH:10][CH:9]=1)[NH2:7])=O.N([O-])=[O:22].[Na+]>C(O)C.Cl.O1CCCC1.O>[N+:18]([C:16]1[CH:17]=[C:4]2[C:3]([C:2](=[O:22])[NH:7][N:6]2[C:8]2[CH:9]=[CH:10][CH:11]=[CH:12][CH:13]=2)=[CH:14][CH:15]=1)([O-:20])=[O:19] |f:1.2|. Procedure details: Into a 1000-mL 4-necked round-bottom flask, was placed a solution of 2-amino-4-nitro-N-phenylbenzohydrazide (23 g, 84.56 mmol, 1.00 equiv) in ethanol (250 mL), 1N hydrogen chloride (250 mL), tetrahydrofuran (100 mL). To the resulting mixture was then added a solution of NaNO2 (17.5 g, 253.62 mmol, 3.00 equiv) in water (45 mL) dropwise with stirring at 72° C. in 40 min. The resulting solution was heated to reflux for 1 hr. The resulting mixture was then cooled to 25° C. The solids were collected ... The reactants are COC1=CC=2CC[C@H]3[C@H]4CC[C@H]([C@@]4(C)CC[C@@H]3C2C=C1)CO ((14β,17α)-3-methoxyestra-1,3,5(10)-triene-17-methanol), COC=1CC=2CC[C@H]3[C@H]4CC[C@H]([C@@]4(C)CC[C@@H]3C2CC1)CO ((14β,17α)-3-methoxyestra-2,5(10)-diene-17-methanol). The product is OC[C@H]1[C@]2(C)[C@H](CC1)[C@@H]1CCC3=CC(CC[C@@H]3[C@H]1CC2)=O ((14β,17α)-17-(hydroxymethyl)estr-4-en-3-one). RXN SMILES: C[O:2][C:3]1[CH:20]=[CH:19][C:18]2[C@@H:17]3[C@H:8]([C@@H:9]4[C@@:13]([CH2:15][CH2:16]3)([CH3:14])[C@H:12]([CH2:21][OH:22])[CH2:11][CH2:10]4)[CH2:7][CH2:6][C:5]=2[CH:4]=1.COC1CC2CC[C@@H]3[C@@H](C=2CC=1)CC[C@@]1(C)[C@@H]3CC[C@H]1CO>>[OH:22][CH2:21][C@@H:12]1[CH2:11][CH2:10][C@@H:9]2[C@H:8]3[C@H:17]([CH2:16][CH2:15][C@:13]12[CH3:14])[C@@H:18]1[C:5](=[CH:4][C:3](=[O:2])[CH2:20][CH2:19]1)[CH2:6][CH2:7]3. Reported procedure: Birch reduction of the (14β,17α)-3-methoxyestra-1,3,5(10)-triene-17-methanol derivatives thus obtained [Caine, D. in Org. Reactions 23, p. 1, Wiley, New York, 1976] and hydrolysis of the resulting (14β,17α)-3-methoxyestra-2,5(10)-diene-17-methanol derivative then provides a (14β,17α)-17-(hydroxymethyl)estr-4-en-3-one derivative of the invention. Yield: 87.0%. Reactants: N1(C)C(=O)N(C)C=2N=CN(C2C1=O)CC(N)=NO (2-(theophyllin-7-yl)-acetamidoxime), C[O-].[Na+] (sodium methylate), C(C)OC(C(C)N(CC)CC)=O (diethylamino propionic acid ethyl ester). RXN SMILES: [N:1]1([C:12](=[O:13])[C:11]2[N:10]([CH2:14][C:15](=[N:17][OH:18])[NH2:16])[CH:9]=[N:8][C:7]=2[N:5]([CH3:6])[C:3]1=[O:4])[CH3:2].[CH3:19][O-].[Na+].C(OC(=O)[CH:26]([N:28]([CH2:31][CH3:32])[CH2:29][CH3:30])[CH3:27])C>C1(C)C=CC=CC=1>[CH2:29]([N:28]([CH2:26][CH3:27])[CH2:31][CH2:32][C:19]1[O:18][N:17]=[C:15]([CH2:14][N:10]2[C:11]3[C:12](=[O:13])[N:1]([CH3:2])[C:3](=[O:4])[N:5]([CH3:6])[C:7]=3[N:8]=[CH:9]2)[N:16]=1)[CH3:30] |f:1.2|. Procedure details: 5.04 g. of 2-(theophyllin-7-yl)-acetamidoxime, 2.16 g. of sodium methylate, 6.4 g. of diethylamino propionic acid ethyl ester and 100 cm3 of toluene are reacted according to Example a. 6.3 g. (87% yield) of 7-[{5-(2-diethylamino-ethan-1-yl)-1,2,4-oxadiazol-3-yl}-methyl]-theophylline are obtained. M.p.: 69°-70° C. (cyclohexane). Solvent: C1(=CC=CC=C1)C (toluene). Product: C(C)N(CCC1=NC(=NO1)CN1C=NC=2N(C(N(C)C(C12)=O)=O)C)CC (7-[{5-(2-diethylamino-ethan-1-yl)-1,2,4-oxadiazol-3-yl}-methyl]-theophylline). Procedure: The product from step b (6 g) was added portion wise to a stirred solution of boranetetrahydrofuran (1.0 M in THF, 85 ml). The reaction was then heated at reflux under an inert atmosphere for 3 hours. The reaction was cooled and methanol (10 mls) was cautiously added. The solvents were removed in vacuo and the residue redissolved in methanol (100 ml) to which was added concentrated hydrochloric acid (sg. 1.18, 4 ml). This solution was heated at reflux for 30 minutes and then the solvent removed ... The yield is 252.7%. Reaction SMILES: Cl.[Cl:2][C:3]1[CH:8]=[CH:7][C:6]([CH2:9][CH2:10][O:11][CH2:12][CH2:13][NH:14]S(CCCNCCC2C3SC(=O)NC=3C(O)=CC=2)(=O)=O)=[CH:5][CH:4]=1.CO>C1COCC1>[Cl:2][C:3]1[CH:4]=[CH:5][C:6]([CH2:9][CH2:10][O:11][CH2:12][CH2:13][NH2:14])=[CH:7][CH:8]=1 |f:0.1|. Solvent: C1CCOC1 (THF). Starting materials: Cl.ClC1=CC=C(C=C1)CCOCCNS(=O)(=O)CCCNCCC1=CC=C(C=2NC(SC21)=O)O (N-[2-[2-(4-Chlorophenyl)ethoxy]ethyl]-3-[2-(4-hydroxy-2-oxo-3H-1,3-benzothiazol-7-yl)ethylamino]propanesulphonamide hydrochloride), CO (methanol). Yields the product ClC1=CC=C(C=C1)CCOCCN (2-[2-(4-Chlorophenyl)ethoxy]ethanamine). Reported procedure: A mixture of 4-(9-(3-(4-(cyclopropanecarbonyl)piperazine-1-carbonyl)phenyl)-3-oxo-3,7,8,9-tetrahydro-2H-pyrido[4,3,2-de]phthalazin-8-yl)benzaldehyde (20 mg, 0.04 mmol) and 33% dimethylamine aq solution (10 mg, 0.07 mmol) in methanol (10 mL) was stirred at room temperature for 40 min. Then the mixture was cooled to 0° C. Sodium borohydride (2 mg, 0.06 mmol) was added. After the addition, the mixture was stirred at this temperature for 2 hr. Methanol was removed under reduced pressure. The residue... The reactants are C1(CC1)C(=O)N1CCN(CC1)C(=O)C=1C=C(C=CC1)C1C(NC=2C=3C1=NNC(C3C=CC2)=O)C2=CC=C(C=O)C=C2 (4-(9-(3-(4-(cyclopropanecarbonyl)piperazine-1-carbonyl)phenyl)-3-oxo-3,7,8,9-tetrahydro-2H-pyrido[4,3,2-de]phthalazin-8-yl)benzaldehyde), CNC (dimethylamine), CO (methanol), [BH4-].[Na+] (Sodium borohydride). The yield is 9.0%. RXN SMILES: [CH:1]1([C:4]([N:6]2[CH2:11][CH2:10][N:9]([C:12]([C:14]3[CH:15]=[C:16]([CH:20]4[C:25]5=[N:26][NH:27][C:28](=[O:33])[C:29]6[CH:30]=[CH:31][CH:32]=[C:23]([C:24]=65)[NH:22][CH:21]4[C:34]4[CH:41]=[CH:40][C:37]([CH:38]=[O:39])=[CH:36][CH:35]=4)[CH:17]=[CH:18][CH:19]=3)=[O:13])[CH2:8][CH2:7]2)=[O:5])[CH2:3][CH2:2]1.[CH3:42][NH:43][CH3:44].[BH4-].[Na+].[CH3:47][OH:48]>>[CH:1]1([C:47]([N:43]2[CH2:44][CH2:10][N:9]([C:12]([C:14]3[CH:15]=[C:16]([CH:20]4[C:25]5=[N:26][NH:27][C:28](=[O:33])[C:29]6[CH:30]=[CH:31][CH:32]=[C:23]([C:24]=65)[NH:22][CH:21]4[C:34]4[CH:41]=[CH:40][C:37]([CH2:4][N:6]([CH3:11])[CH3:7])=[CH:36][CH:35]=4)[CH:17]=[CH:18][CH:19]=3)=[O:13])[CH2:8][CH2:42]2)=[O:48])[CH2:3][CH2:2]1.[CH:1]1([C:4]([N:6]2[CH2:11][CH2:10][N:9]([C:12]([C:14]3[CH:15]=[C:16]([CH:20]4[C:25]5=[N:26][NH:27][C:28](=[O:33])[C:29]6[CH:30]=[CH:31][CH:32]=[C:23]([C:24]=65)[NH:22][CH:21]4[C:34]4[CH:35]=[CH:36][C:37]([CH2:38][OH:39])=[CH:40][CH:41]=4)[CH:17]=[CH:18][CH:19]=3)=[O:13])[CH2:8][CH2:7]2)=[O:5])[CH2:3][CH2:2]1 |f:2.3|. Yields the product C1(CC1)C(=O)N1CCN(CC1)C(=O)C=1C=C(C=CC1)C1C(NC=2C=3C1=NNC(C3C=CC2)=O)C2=CC=C(C=C2)CN(C)C (9-(3-(4-(cyclopropanecarbonyl)piperazine-1-carbonyl)phenyl)-8-(4-((dimethylamino)methyl)phenyl)-8,9-dihydro-2H-pyrido[4,3,2-de]phthalazin-3(7H)-one), C1(CC1)C(=O)N1CCN(CC1)C(=O)C=1C=C(C=CC1)C1C(NC=2C=3C1=NNC(C3C=CC2)=O)C2=CC=C(C=C2)CO (9-(3-(4-(cyclopropanecarbonyl)piperazine-1-carbonyl)phenyl)-8-(4-(hydroxymethyl)phenyl)-8,9-dihydro-2H-pyrido[4,3,2-de]phthalazin-3(7H)-one). Conditions: time 40 minute. Reactants: N1=C(Cl)N=C(Cl)N=C1Cl (cyanuric chloride), C1(C=2C(C(N1)=O)=CC=CC2)=O.[K] (potassium phthalimide). Solvent: CC(=O)C (acetone). Reaction conditions: time 7 hour. The product is ClC1=NC(=NC(=N1)Cl)N1C(C=2C(C1=O)=CC=CC2)=O (2,4-Dichloro-6-phthalimidyl-s-triazine). As a reaction SMILES: [N:1]1[C:8]([Cl:9])=[N:7][C:5](Cl)=[N:4][C:2]=1[Cl:3].[C:10]1(=[O:20])[NH:14][C:13](=[O:15])[C:12]2=[CH:16][CH:17]=[CH:18][CH:19]=[C:11]12.[K]>CC(C)=O>[Cl:9][C:8]1[N:1]=[C:2]([Cl:3])[N:4]=[C:5]([N:14]2[C:13](=[O:15])[C:12]3=[CH:16][CH:17]=[CH:18][CH:19]=[C:11]3[C:10]2=[O:20])[N:7]=1 |f:1.2,^1:20|. Reported procedure: 18.5 Grams cyanuric chloride, 18.5 grams potassium phthalimide and 200 ml. acetone were combined and stirred at 0°-5°C. for 7 hours. The reaction mixture was then allowed to warm to room temperature and stirred an additional 15 hours. The white slurry was filtered, washed with cold acetone, reslurried in 250 ml. cold water, filtered, washed with water and dried. On recrystallization from benzene, there was obtained 17 grams of product, m.p. 175°-179°C.